This data is from the Open Reaction Database (ORD), a public repository of structured organic reaction records. The task is: describe an organic reaction: reactants, conditions, products, and yield The reactants are CCCn1cnc(CO)c1, ClCCl, O=S(Cl)Cl. Yields the product CCCn1cnc(CCl)c1. Reaction SMILES: [CH2:1]([CH2:2][CH3:3])[n:4]1[cH:5][n:6][c:7]([CH2:9][OH:10])[cH:8]1.[Cl:15][CH2:16][Cl:17].[S:11]([Cl:12])([Cl:13])=[O:14]>>[CH2:1]([CH2:2][CH3:3])[n:4]1[cH:5][n:6][c:7]([CH2:9][Cl:13])[cH:8]1. Reactants: O=C(Cc1cccc(Br)c1)NC1CC1, CC1(C)OB(c2cccc(NC(=O)C3CCCN3C(=O)OCc3ccccc3)c2)OC1(C)C, CO, [Na+], O=C([O-])O, CN(C)C=O. The product is O=C(Cc1cccc(-c2cccc(NC(=O)C3CCCN3C(=O)OCc3ccccc3)c2)c1)NC1CC1. Reaction SMILES: [Br:34][c:35]1[cH:36][c:37]([CH2:41][C:42](=[O:43])[NH:44][CH:45]2[CH2:46][CH2:47]2)[cH:38][cH:39][cH:40]1.[CH2:1]([c:2]1[cH:3][cH:4][cH:5][cH:6][cH:7]1)[O:8][C:9](=[O:10])[N:11]1[CH:12]([C:16]([NH:17][c:18]2[cH:19][c:20]([B:24]3[O:25][C:26]([CH3:27])([CH3:28])[C:29]([CH3:30])([CH3:31])[O:32]3)[cH:21][cH:22][cH:23]2)=[O:33])[CH2:13][CH2:14][CH2:15]1.[CH3:53][OH:54].[Na+:59].[O-:55][C:56]([OH:57])=[O:58].[O:48]=[CH:49][N:50]([CH3:51])[CH3:52]>>[CH2:1]([c:2]1[cH:3][cH:4][cH:5][cH:6][cH:7]1)[O:8][C:9](=[O:10])[N:11]1[CH:12]([C:16]([NH:17][c:18]2[cH:19][c:20](-[c:35]3[cH:36][c:37]([CH2:41][C:42](=[O:43])[NH:44][CH:45]4[CH2:46][CH2:47]4)[cH:38][cH:39][cH:40]3)[cH:21][cH:22][cH:23]2)=[O:33])[CH2:13][CH2:14][CH2:15]1.